Dataset: the Open Reaction Database (ORD), a public repository of structured organic reaction records. Task: describe an organic reaction: reactants, conditions, products, and yield The reactants are COc1cc(C(=O)N2CCC(=O)CC2)ccc1C(C)(C)C, C1CCNC1, CO, CC(=O)c1ccccc1O. The product is COc1cc(C(=O)N2CCC3(CC2)CC(=O)c2ccccc2O3)ccc1C(C)(C)C. Reaction SMILES: [C:16]([CH3:17])([CH3:18])([CH3:19])[c:20]1[c:21]([O:35][CH3:36])[cH:22][c:23]([C:24](=[O:25])[N:26]2[CH2:27][CH2:28][C:29](=[O:32])[CH2:30][CH2:31]2)[cH:33][cH:34]1.[CH2:11]1[CH2:12][NH:13][CH2:14][CH2:15]1.[CH3:37][OH:38].[OH:1][c:2]1[c:3]([C:8]([CH3:9])=[O:10])[cH:4][cH:5][cH:6][cH:7]1>>[O:1]1[c:2]2[c:3]([cH:4][cH:5][cH:6][cH:7]2)[C:8](=[O:10])[CH2:9][C:29]12[CH2:28][CH2:27][N:26]([C:24]([c:23]1[cH:22][c:21]([O:35][CH3:36])[c:20]([C:16]([CH3:17])([CH3:18])[CH3:19])[cH:34][cH:33]1)=[O:25])[CH2:31][CH2:30]2. Isolated yield 85.6%. Product: OC=1C=C2C=CC=NC2=CC1 (6-Hydroxyquinoline). Procedure: A solution of 2.50 g (15.7 mmol, Aldrich) of 6-methoxyquinoline in 10 ml of 48% aqueous HBr was refluxed for 24 hours. The reaction mixture was cooled, added slowly to a 150 ml stirred solution of saturated aqueous sodium bicarbonate and then extracted with two 100 ml portions of ethyl acetate. The organic extracts were combined, dried (MgSO4) and concentrated in vacuo to give a solid. The crude material was recrystallized (EtOAc/petroleum ether) to afford 1.95 g (84%) of title compound as white... The solvent is Br (HBr). RXN SMILES: C[O:2][C:3]1[CH:4]=[C:5]2[C:10](=[CH:11][CH:12]=1)[N:9]=[CH:8][CH:7]=[CH:6]2.C(=O)(O)[O-].[Na+]>Br>[OH:2][C:3]1[CH:4]=[C:5]2[C:10](=[CH:11][CH:12]=1)[N:9]=[CH:8][CH:7]=[CH:6]2 |f:1.2|. The reactants are COC=1C=C2C=CC=NC2=CC1 (6-methoxyquinoline), C([O-])(O)=O.[Na+] (sodium bicarbonate). The reactants are C(C)OC(=O)C1=CC=C(C=C1)C1=CC(=CC=C1)CBr (3′-Bromomethyl-biphenyl-4-carboxylic acid ethyl ester), SCCO (2-mercaptoethanol), C([O-])([O-])=O.[K+].[K+] (potassium carbonate), C(C)OC(=O)C=1C=C(C=CC1)C1=CC=C(C=C1)CSCCO (4′-(2-hydroxy-ethylsulfanylmethyl)-biphenyl-3-carboxylic acid ethyl ester). Solvent: CN(C)C=O (DMF). Yields the product C(C)OC(=O)C1=CC=C(C=C1)C1=CC(=CC=C1)CSCCO (3′-(2-Hydroxy-ethylsulfanylmethyl)-biphenyl-4-carboxylic acid ethyl ester). As a reaction SMILES: C(OC(C1C=C(C2C=CC(C[S:19][CH2:20][CH2:21][OH:22])=CC=2)C=CC=1)=O)C.[CH2:23]([O:25][C:26]([C:28]1[CH:33]=[CH:32][C:31]([C:34]2[CH:39]=[CH:38][CH:37]=[C:36]([CH2:40]Br)[CH:35]=2)=[CH:30][CH:29]=1)=[O:27])[CH3:24].SCCO.C(=O)([O-])[O-].[K+].[K+]>CN(C=O)C>[CH2:23]([O:25][C:26]([C:28]1[CH:33]=[CH:32][C:31]([C:34]2[CH:39]=[CH:38][CH:37]=[C:36]([CH2:40][S:19][CH2:20][CH2:21][OH:22])[CH:35]=2)=[CH:30][CH:29]=1)=[O:27])[CH3:24] |f:3.4.5|. Reported procedure: 3′-(2-Hydroxy-ethylsulfanylmethyl)-biphenyl-4-carboxylic acid ethyl ester was synthesized as described for 4′-(2-hydroxy-ethylsulfanylmethyl)-biphenyl-3-carboxylic acid ethyl ester. 3′-Bromomethyl-biphenyl-4-carboxylic acid ethyl ester (4.98 g, 15.6 mmol, 1 eq) in anhydrous DMF was treated with 2-mercaptoethanol (2.44 g, 31.20 mmol, 2 eq.) and potassium carbonate (6.47 g, 46.80 mmol, 3 eq.). When complete, the reaction was worked up as described leaving a yellow oil. Starting materials: CC(=O)O[BH-](OC(C)=O)OC(C)=O, CS(=O)(=O)N1CCN(Cc2cc3nc(-c4cncc(C=O)c4)nc(N4CCOCC4)c3s2)CC1, [Na+], CN(C)C=O. Yields the product CS(=O)(=O)N1CCN(Cc2cc3nc(-c4cncc(CO)c4)nc(N4CCOCC4)c3s2)CC1. RXN SMILES: [C:35]([O:36][BH-:37]([O:38][C:39](=[O:40])[CH3:41])[O:42][C:43](=[O:44])[CH3:45])(=[O:46])[CH3:47].[CH3:1][S:2](=[O:3])(=[O:4])[N:5]1[CH2:6][CH2:7][N:8]([CH2:11][c:12]2[cH:13][c:14]3[n:15][c:16](-[c:27]4[cH:28][c:29]([CH:33]=[O:34])[cH:30][n:31][cH:32]4)[n:17][c:18]([N:21]4[CH2:22][CH2:23][O:24][CH2:25][CH2:26]4)[c:19]3[s:20]2)[CH2:9][CH2:10]1.[Na+:48].[O:49]=[CH:50][N:51]([CH3:52])[CH3:53]>>[CH3:1][S:2](=[O:3])(=[O:4])[N:5]1[CH2:6][CH2:7][N:8]([CH2:11][c:12]2[cH:13][c:14]3[n:15][c:16](-[c:27]4[cH:28][c:29]([CH2:33][OH:34])[cH:30][n:31][cH:32]4)[n:17][c:18]([N:21]4[CH2:22][CH2:23][O:24][CH2:25][CH2:26]4)[c:19]3[s:20]2)[CH2:9][CH2:10]1.